From a dataset of the Open Reaction Database (ORD), a public repository of structured organic reaction records. describe an organic reaction: reactants, conditions, products, and yield Reactants: ClC=1C(=CC2=C(NC(CC(=N2)C2=CC(=CC=C2)N2N=NC=C2CO)=O)C1)N(C)C(C)C (8-chloro-4-[3-(5-hydroxymethyl-[1,2,3]triazol-1yl)-phenyl]-7-(isopropyl-methyl-amino)-1,3-dihydro-benzo[b][1,4]diazepin-2-one), S(=O)(Cl)Cl (thionylchloride), [Cl-] (chloride), C1(CCCC1)N (cyclopentylamine). Run in ClCCl (dichloromethane), CN(C)C=O (DMF). The product is ClC=1C(=CC2=C(NC(CC(=N2)C2=CC(=CC=C2)N2N=NC=C2CNC2CCCC2)=O)C1)N(C)C(C)C (8-Chloro-4-[3-(5-cyclopentylaminomethyl-[1,2,3]triazol-1-yl)-phenyl]-7-(isopropyl-methyl-amino)-1,3-dihydro-benzo[b][1,4]diazepin-2-one), solid. The yield is 67.0%. RXN SMILES: [Cl:1][C:2]1[C:3]([N:27]([CH:29]([CH3:31])[CH3:30])[CH3:28])=[CH:4][C:5]2[N:11]=[C:10]([C:12]3[CH:17]=[CH:16][CH:15]=[C:14]([N:18]4[C:22]([CH2:23]O)=[CH:21][N:20]=[N:19]4)[CH:13]=3)[CH2:9][C:8](=[O:25])[NH:7][C:6]=2[CH:26]=1.S(Cl)(Cl)=O.[Cl-].[CH:37]1([NH2:42])[CH2:41][CH2:40][CH2:39][CH2:38]1>ClCCl.CN(C=O)C>[Cl:1][C:2]1[C:3]([N:27]([CH:29]([CH3:31])[CH3:30])[CH3:28])=[CH:4][C:5]2[N:11]=[C:10]([C:12]3[CH:17]=[CH:16][CH:15]=[C:14]([N:18]4[C:22]([CH2:23][NH:42][CH:37]5[CH2:41][CH2:40][CH2:39][CH2:38]5)=[CH:21][N:20]=[N:19]4)[CH:13]=3)[CH2:9][C:8](=[O:25])[NH:7][C:6]=2[CH:26]=1. Procedure details: The title compound was prepared from 8-chloro-4-[3-(5-hydroxymethyl-[1,2,3]triazol-1yl)-phenyl]-7-(isopropyl-methyl-amino)-1,3-dihydro-benzo[b][1,4]diazepin-2-one (Example 96) (220 mg, 0.50 mmol) by reaction with thionylchloride in dichloromethane and subsequent treatment of the corresponding chloride with cyclopentylamine in DMF according to the method described in Example 45. Obtained as a light yellow solid (170 mg, 67%). The reactants are CC(C)COc1ccc2c(c1F)C(C)(C)C(=O)C(C(=O)NCC(=O)OC(C)(C)C)=C2O, O=C(O)C(F)(F)F. Product: CC(C)COc1ccc2c(c1F)C(C)(C)C(=O)C(C(=O)NCC(=O)O)=C2O. As a reaction SMILES: [F:1][c:2]1[c:3]([O:27][CH2:28][CH:29]([CH3:30])[CH3:31])[cH:4][cH:5][c:6]2[c:11]1[C:10]([CH3:12])([CH3:13])[C:9](=[O:14])[C:8]([C:15](=[O:16])[NH:17][CH2:18][C:19](=[O:20])[O:21][C:22]([CH3:23])([CH3:24])[CH3:25])=[C:7]2[OH:26].[F:32][C:33]([F:34])([F:35])[C:36]([OH:37])=[O:38]>>[F:1][c:2]1[c:3]([O:27][CH2:28][CH:29]([CH3:30])[CH3:31])[cH:4][cH:5][c:6]2[c:11]1[C:10]([CH3:12])([CH3:13])[C:9](=[O:14])[C:8]([C:15](=[O:16])[NH:17][CH2:18][C:19](=[O:20])[OH:21])=[C:7]2[OH:26]. Reactants: BrC1=C2C=CC(=NC2=CC=C1)Cl (5-bromo-2-chloroquinoline), CC1=CC=C(O1)CN (5-methyl-2-furanmethanamine), C=CC1=CC=CC=C1 (styrene). Yields the product CC1=CC=C(O1)CNC1=NC2=CC=CC(=C2C=C1)\C=C\C1=CC=CC=C1 ((5-Methyl-furan-2-ylmethyl)-[5-((E)-styryl)-quinolin-2-yl]-amine). Reaction SMILES: Br[C:2]1[CH:11]=[CH:10][CH:9]=[C:8]2[C:3]=1[CH:4]=[CH:5][C:6](Cl)=[N:7]2.[CH3:13][C:14]1[O:18][C:17]([CH2:19][NH2:20])=[CH:16][CH:15]=1.[CH2:21]=[CH:22][C:23]1[CH:28]=[CH:27][CH:26]=[CH:25][CH:24]=1>>[CH3:13][C:14]1[O:18][C:17]([CH2:19][NH:20][C:6]2[CH:5]=[CH:4][C:3]3[C:8](=[CH:9][CH:10]=[CH:11][C:2]=3/[CH:21]=[CH:22]/[C:23]3[CH:28]=[CH:27][CH:26]=[CH:25][CH:24]=3)[N:7]=2)=[CH:16][CH:15]=1. Reported procedure: The title compound, MS: m/e=341.3 (M+H+), was prepared in accordance with the general method of example 2 from 5-bromo-2-chloroquinoline, 5-methyl-2-furanmethanamine and styrene. Starting materials: COc1cc2c(-c3cc4cccnc4n3S(=O)(=O)c3ccc(C)cc3)c[nH]c2cc1OCc1ccccc1, C[Si](C)(C)I, CC#N, CC(C)OC(C)C. Product: COc1cc2c(-c3cc4cccnc4n3S(=O)(=O)c3ccc(C)cc3)c[nH]c2cc1O. Reaction SMILES: [CH2:1]([c:2]1[cH:3][cH:4][cH:5][cH:6][cH:7]1)[O:8][c:9]1[c:10]([O:37][CH3:38])[cH:11][c:12]2[c:13](-[c:18]3[cH:19][c:20]4[c:21]([n:22][cH:23][cH:24][cH:25]4)[n:26]3[S:27](=[O:28])(=[O:29])[c:30]3[cH:31][cH:32][c:33]([CH3:36])[cH:34][cH:35]3)[cH:14][nH:15][c:16]2[cH:17]1.[CH3:39][Si:40]([I:41])([CH3:42])[CH3:43].[CH3:44][C:45]#[N:46].[CH:47]([O:48][CH:49]([CH3:50])[CH3:51])([CH3:52])[CH3:53]>>[OH:8][c:9]1[c:10]([O:37][CH3:38])[cH:11][c:12]2[c:13](-[c:18]3[cH:19][c:20]4[c:21]([n:22][cH:23][cH:24][cH:25]4)[n:26]3[S:27](=[O:28])(=[O:29])[c:30]3[cH:31][cH:32][c:33]([CH3:36])[cH:34][cH:35]3)[cH:14][nH:15][c:16]2[cH:17]1.